From a dataset of the Open Reaction Database (ORD), a public repository of structured organic reaction records. describe an organic reaction: reactants, conditions, products, and yield Reactants: COC(C1=C(C(=CC(=C1C)O)OC)Br)=O (2-bromo-5-hydroxy-3-methoxy-6-methylbenzoic acid methyl ester). The solvent is [OH-].[Na+] (sodium hydroxide). Run at temperature 70 celsius, time 85 hour. Yields the product BrC1=C(C(=O)O)C(=C(C=C1OC)O)C (2-bromo-5-hydroxy-3-methoxy-6-methyl-benzoic acid). The yield is 96.2%. As a reaction SMILES: C[O:2][C:3](=[O:15])[C:4]1[C:9]([CH3:10])=[C:8]([OH:11])[CH:7]=[C:6]([O:12][CH3:13])[C:5]=1[Br:14]>[OH-].[Na+]>[Br:14][C:5]1[C:6]([O:12][CH3:13])=[CH:7][C:8]([OH:11])=[C:9]([CH3:10])[C:4]=1[C:3]([OH:15])=[O:2] |f:1.2|. Procedure: A suspension of 23 g 2-bromo-5-hydroxy-3-methoxy-6-methylbenzoic acid methyl ester in 200 ml of 3N sodium hydroxide was stirred at 70° C. for 85 h. The cooled solution was washed with diethyl ether and then acidified to pH 1 by the addition of 3N hydrochloric acid. The aqueous layer was extracted with diethyl ether and the organic phase was washed with brine, dried over sodium sulfate and evaporated in vacuo. The residue was recrystallized from diethyl ether/pentane to yield 21 g of 2-bromo-5-hy...